Dataset: the Open Reaction Database (ORD), a public repository of structured organic reaction records. Task: describe an organic reaction: reactants, conditions, products, and yield Starting materials: [BH4-], COCOc1ccc(C)cc1[N+](=O)[O-], CC(=O)[O-], CC(=O)O, CCO, O=Cc1ccccc1, [Na+], [Na+], [Na+], [OH-]. Yields the product COCOc1ccc(C)cc1NCc1ccccc1. As a reaction SMILES: [BH4-:28].[CH3:1][O:2][CH2:3][O:4][c:5]1[c:6]([N+:12]([O-:13])=[O:14])[cH:7][c:8]([CH3:11])[cH:9][cH:10]1.[CH3:24][C:25](=[O:26])[O-:27].[CH3:32][C:33](=[O:34])[OH:35].[CH3:36][CH2:37][OH:38].[CH:15](=[O:16])[c:17]1[cH:18][cH:19][cH:20][cH:21][cH:22]1.[Na+:23].[Na+:29].[Na+:31].[OH-:30]>>[CH3:1][O:2][CH2:3][O:4][c:5]1[c:6]([NH:12][CH2:15][c:17]2[cH:18][cH:19][cH:20][cH:21][cH:22]2)[cH:7][c:8]([CH3:11])[cH:9][cH:10]1.